From a dataset of the Open Reaction Database (ORD), a public repository of structured organic reaction records. describe an organic reaction: reactants, conditions, products, and yield Yields the product C(C#C)(=O)OCCC(C(C(C(C(C(F)(F)F)(F)F)(F)F)(F)F)(F)F)(F)F ((3,3,4,4,5,5,6,6,7,7,8,8,8-tridecafluorooctyl) propiolate). The yield is 72.1%. Run at temperature 0 celsius. Reaction SMILES: [CH2:1]([C:4]([F:22])([F:21])[C:5]([F:20])([F:19])[C:6]([F:18])([F:17])[C:7]([F:16])([F:15])[C:8]([F:14])([F:13])[C:9]([F:12])([F:11])[F:10])[CH2:2][OH:3].[C:23](O)(=[O:26])[C:24]#[CH:25].C1(N=C=NC2CCCCC2)CCCCC1>C(Cl)Cl.CN(C)C1C=CN=CC=1>[C:23]([O:3][CH2:2][CH2:1][C:4]([F:21])([F:22])[C:5]([F:19])([F:20])[C:6]([F:17])([F:18])[C:7]([F:15])([F:16])[C:8]([F:13])([F:14])[C:9]([F:12])([F:11])[F:10])(=[O:26])[C:24]#[CH:25]. Reported procedure: 1H,1H,2H,2H-perfluoro-1-octanol (10.1 g, 27.7 mmol) and propiolic acid (1.70 mL, 27.7 mmol) were dissolved in methylene chloride (15 mL), and the resulting solution cooled to 0° C. under nitrogen. To this was added a solution of dicyclohexylcarbodiimide (5.72 g, 27.7 mmol) and para-dimethylaminopyridine (0.034 g, 0.28 mmol) in methylene chloride (15 mL) over a 1 hour period, with stirring. The mixture was then allowed to warm to room temperature and a tan solid (dicyclohexylurea) precipitated. T... Reactants: C(CO)C(C(C(C(C(C(F)(F)F)(F)F)(F)F)(F)F)(F)F)(F)F (1H,1H,2H,2H-perfluoro-1-octanol), C(C#C)(=O)O (propiolic acid), C1(CCCCC1)N=C=NC1CCCCC1 (dicyclohexylcarbodiimide). Reagents/catalysts: CN(C1=CC=NC=C1)C (para-dimethylaminopyridine). Run in C(Cl)Cl (methylene chloride), C(Cl)Cl (methylene chloride). The reactants are Cl (HCl), resultant mixture, [N+](=O)([O-])C=1C(=C(C(=O)OC)C=CC1)NC(CCCC)=O (methyl 3-nitro-2-(N-valerylamino)benzoate). The reagents and catalysts are [Fe] (iron). Solvent: CO (methanol). The product is C(CCC)C=1NC2=C(N1)C=CC=C2C(=O)OC (Methyl 2-butylbenzimidazole-4-carboxylate). Isolated yield 69.0%. Reaction SMILES: Cl.[N+:2]([C:5]1[C:6]([NH:15][C:16](=O)[CH2:17][CH2:18][CH2:19][CH3:20])=[C:7]([CH:12]=[CH:13][CH:14]=1)[C:8]([O:10][CH3:11])=[O:9])([O-])=O>[Fe].CO>[CH2:17]([C:16]1[NH:15][C:6]2[C:7]([C:8]([O:10][CH3:11])=[O:9])=[CH:12][CH:13]=[CH:14][C:5]=2[N:2]=1)[CH2:18][CH2:19][CH3:20]. Procedure: To a mixture of conc. HCl (5.3 ml) and methanol (35 ml) was added methyl 3-nitro-2-(N-valerylamino)benzoate (2.8 g), to which was added iron powder (1.7 g) in portions while stirring at room temperature. The resultant mixture was heated for 8 hours under reflux. Insoluble material was filtered off, and the filtrate was concentrated. To the concentrate were added water and ethyl acetate. The aqueous layer was made basic with 6N NaOH and was extracted with ethyl acetate. The organic layers were co... Reactants: [N+](=O)([O-])C1=CC=C(C=C1)OCC=C (allyl 4-nitrophenyl ether), C1(=CC=CC=C1)OC1=CC=CC=C1 (diphenyl ether). Run at temperature 250 celsius. Product: C(C=C)C1=C(C=CC(=C1)[N+](=O)[O-])O (2-allyl-4-nitrophenol). As a reaction SMILES: [N+:1]([C:4]1[CH:9]=[CH:8][C:7]([O:10]CC=C)=[CH:6][CH:5]=1)([O-:3])=[O:2].[C:14]1(OC2C=CC=CC=2)[CH:19]=CC=C[CH:15]=1>>[CH2:19]([C:6]1[CH:5]=[C:4]([N+:1]([O-:3])=[O:2])[CH:9]=[CH:8][C:7]=1[OH:10])[CH:14]=[CH2:15]. Procedure details: A mixture of allyl 4-nitrophenyl ether (78 g) and diphenyl ether (150 ml) was heated at 250° C. for 30 minutes. The reaction mixture was cooled to ambient temperature, and partitioned between diethyl ether and 2M aqueous sodium hydroxide solution. The aqueous layer was separated and acidified to pH3 with concentrated hydrochloric acid. The aqueous mixture was extracted with ethyl acetate the ethyl acetate extract dried (MgSO4) and evaporated. The residue was purified by column chromatography on ... The reactants are CN(C)CC1CCCCC1(C2=CC=CC(=C2)OC)O.Cl (Tramadol hydrochloride), O (water). Product: C[N+](C)(CC1CCCCC1(C2=CC(=CC=C2)OC)O)[O-] (Tramadol N-oxide), material. Reaction SMILES: [CH3:1][N:2]([CH2:4][CH:5]1[C:10]([OH:19])([C:11]2[CH:16]=[C:15]([O:17][CH3:18])[CH:14]=[CH:13][CH:12]=2)[CH2:9][CH2:8][CH2:7][CH2:6]1)[CH3:3].Cl.[OH2:21]>>[CH3:3][N+:2]([O-:21])([CH2:4][CH:5]1[C:10]([OH:19])([C:11]2[CH:12]=[CH:13][CH:14]=[C:15]([O:17][CH3:18])[CH:16]=2)[CH2:9][CH2:8][CH2:7][CH2:6]1)[CH3:1] |f:0.1|. Procedure: Tramadol N-oxide was prepared as set forth hereinafter. Tramadol hydrochloride (0.5 mol) was converted its free base in basified water (pH>9) and then extracted with ether. The solid was then heated under a high vacuum to remove as much water as possible to yield 131.5 g of material. The material was dissolved in methanol (500 mL) and 65 g of 30% H2O2 was added. The solution was stirred for 3 hours and then an additional 65 g of the 30% H2O2 was added. The reaction was stirred for 2.5 days at ro... The reactants are C(#N)C1=CC=C(C=C1)C1NC(N(C(=C1C(=O)OCCC#N)C)C1=CC(=CC=C1)C(F)(F)F)=S (2-Cyanoethyl 4-(4-cyanophenyl)-6-methyl-2-thioxo-1-[3-(trifluoromethyl)phenyl]-1,2,3,4-tetrahydro-5-pyrimidinecarboxylate), N12CCCCCC2=NCCC1 (1,8-diazabicyclo[5.4.0]undec-7-ene). Solvent: O1CCOCC1 (dioxane), Cl (hydrochloric acid). Conditions: time 3 hour. Product: C(#N)C1=CC=C(C=C1)C1NC(N(C(=C1C(=O)O)C)C1=CC(=CC=C1)C(F)(F)F)=S (4-(4-Cyanophenyl)-6-methyl-2-thioxo-1-[3-(trifluoromethyl)phenyl]-1,2,3,4-tetra-hydropyrimidine-5-carboxylic acid). RXN SMILES: [C:1]([C:3]1[CH:8]=[CH:7][C:6]([CH:9]2[C:14]([C:15]([O:17]CCC#N)=[O:16])=[C:13]([CH3:22])[N:12]([C:23]3[CH:28]=[CH:27][CH:26]=[C:25]([C:29]([F:32])([F:31])[F:30])[CH:24]=3)[C:11](=[S:33])[NH:10]2)=[CH:5][CH:4]=1)#[N:2].N12CCCN=C1CCCCC2>O1CCOCC1.Cl>[C:1]([C:3]1[CH:4]=[CH:5][C:6]([CH:9]2[C:14]([C:15]([OH:17])=[O:16])=[C:13]([CH3:22])[N:12]([C:23]3[CH:28]=[CH:27][CH:26]=[C:25]([C:29]([F:32])([F:31])[F:30])[CH:24]=3)[C:11](=[S:33])[NH:10]2)=[CH:7][CH:8]=1)#[N:2]. Reported procedure: 2-Cyanoethyl 4-(4-cyanophenyl)-6-methyl-2-thioxo-1-[3-(trifluoromethyl)phenyl]-1,2,3,4-tetrahydro-5-pyrimidinecarboxylate (Example 16; 47 mg, 0.1 mmol) is dissolved in 0.5 ml dioxane. After addition of 1,8-diazabicyclo[5.4.0]undec-7-ene (15 μl, 15 mg, 0.1 mmol), the reaction mixture is stirred at room temperature for 3 hours. The reaction mixture is diluted with 1 N hydrochloric acid and extracted with ethyl acetate. After drying with magnesium sulfate and evaporating off the solvent, the residu... Starting materials: CNC(C(F)(F)F)=O (N-methyl-trifluoroacetamide), [H-].[Na+] (sodium hydride), [Si](C)(C)(C(C)(C)C)Cl (t-butyldimethylsilyl chloride). Run in C1=CC=CC=C1 (benzene). Reaction conditions: temperature 0 celsius. The product is CN(C(C(F)(F)F)=O)[Si](C)(C)C(C)(C)C (N-methyl-N-t-butyldimethylsilyltrifluoroacetamide). Reaction SMILES: [CH3:1][NH:2][C:3](=[O:8])[C:4]([F:7])([F:6])[F:5].[H-].[Na+].[Si:11](Cl)([C:14]([CH3:17])([CH3:16])[CH3:15])([CH3:13])[CH3:12]>C1C=CC=CC=1>[CH3:1][N:2]([Si:11]([C:14]([CH3:17])([CH3:16])[CH3:15])([CH3:13])[CH3:12])[C:3](=[O:8])[C:4]([F:7])([F:6])[F:5] |f:1.2|. Procedure details: To 800 ml of dry benzene:acetonitrle (v/v, 1:1) was added 127 g (1.0 mole) of N-methyl-trifluoroacetamide. To this solution, while stirring and maintaining the temperature at 0 degrees C., was slowly added 23.5 g (0.98 mole) of sodium hydride. The solution was then stirred for 4 hours at 4 degrees C. At this time, 173.34 g (1.15 mole) of t-butyldimethylsilyl chloride was added in four equal aliquots over a period of 80 minutes. After the last addition the solution was stirred for 2 hours at 4 de... The reactants are ClC(Cl)(OC(OC(Cl)(Cl)Cl)=O)Cl (triphosgene), C(O)([O-])=O.[Na+] (sodium hydrogencarbonate), COC=1C=C2C(=CC=NC2=CC1OC)OC1=CC(=C(N)C=C1C)C (4-[(6,7-Dimethoxy-4-quinolyl)oxy]-2,5-dimethyl-aniline), ClC1=CC(=C(N)C=C1)C (4-chloro-2-methylaniline). Run in C(C)N(CC)CC (triethylamine), ClCCl (dichloromethane), C(Cl)(Cl)Cl (chloroform). Reaction conditions: time 30 minute. Yields the product ClC1=CC(=C(C=C1)NC(=O)NC1=C(C=C(C(=C1)C)OC1=CC=NC2=CC(=C(C=C12)OC)OC)C)C (N-(4-Chloro-2-methylphenyl)-N′-{4-[(6,7-dimethoxy-4-quinolyl)oxy]-2,5-dimethylphenyl}urea). Yield: 78.0%. RXN SMILES: [CH3:1][O:2][C:3]1[CH:4]=[C:5]2[C:10](=[CH:11][C:12]=1[O:13][CH3:14])[N:9]=[CH:8][CH:7]=[C:6]2[O:15][C:16]1[C:22]([CH3:23])=[CH:21][C:19]([NH2:20])=[C:18]([CH3:24])[CH:17]=1.Cl[C:26](Cl)([O:28]C(=O)OC(Cl)(Cl)Cl)Cl.[Cl:37][C:38]1[CH:44]=[CH:43][C:41]([NH2:42])=[C:40]([CH3:45])[CH:39]=1.C(=O)([O-])O.[Na+]>C(Cl)(Cl)Cl.C(N(CC)CC)C.ClCCl>[Cl:37][C:38]1[CH:44]=[CH:43][C:41]([NH:42][C:26]([NH:20][C:19]2[CH:21]=[C:22]([CH3:23])[C:16]([O:15][C:6]3[C:5]4[C:10](=[CH:11][C:12]([O:13][CH3:14])=[C:3]([O:2][CH3:1])[CH:4]=4)[N:9]=[CH:8][CH:7]=3)=[CH:17][C:18]=2[CH3:24])=[O:28])=[C:40]([CH3:45])[CH:39]=1 |f:3.4|. Reported procedure: 4-[(6,7-Dimethoxy-4-quinolyl)oxy]-2,5-dimethyl-aniline (100 mg) was dissolved in chloroform (10 ml) and triethylamine (1 ml), and a solution of triphosgene (92 mg) in dichloromethane was then added to the solution. The mixture was stirred at room temperature for 30 min. Next, 4-chloro-2-methylaniline (44 μl) was added to the reaction solution, and the mixture was stirred at room temperature overnight. A saturated aqueous sodium hydrogencarbonate solution was added to the reaction solution, follo... Reactants: CC(=O)O[BH-](OC(C)=O)OC(C)=O, O=C([O-])O, CCNCC, CC(Cl)Cl, O=Cc1ccc([N+](=O)[O-])cc1, [Na+], [Na+]. The product is CCN(CC)Cc1ccc([N+](=O)[O-])cc1. As a reaction SMILES: [C:17]([O:18][BH-:19]([O:20][C:21](=[O:22])[CH3:23])[O:24][C:25](=[O:26])[CH3:27])(=[O:28])[CH3:29].[C:31](=[O:32])([OH:33])[O-:34].[CH2:12]([CH3:13])[NH:14][CH2:15][CH3:16].[Cl:36][CH:37]([Cl:38])[CH3:39].[N+:1](=[O:2])([O-:3])[c:4]1[cH:5][cH:6][c:7]([CH:8]=[O:9])[cH:10][cH:11]1.[Na+:30].[Na+:35]>>[N+:1](=[O:2])([O-:3])[c:4]1[cH:5][cH:6][c:7]([CH2:8][N:14]([CH2:12][CH3:13])[CH2:15][CH3:16])[cH:10][cH:11]1. Reactants: C(C)NCC (Diethylamine), C(C=C)(=O)O (acrylic acid), C(C=C)(=O)O (acrylic acid), C(C=C)(=O)O (acrylic acid). Run at time 1 hour. Yields the product C(C)NCC.C(C=C)(=O)O (Diethylamine Acrylic Acid). Reaction SMILES: [CH2:1]([NH:3][CH2:4][CH3:5])[CH3:2].[C:6]([OH:10])(=[O:9])[CH:7]=[CH2:8]>>[CH2:1]([NH:3][CH2:4][CH3:5])[CH3:2].[C:6]([OH:10])(=[O:9])[CH:7]=[CH2:8] |f:2.3|. Procedure: Diethylamine (30 g) was added to a pressure-resistant container (reactor), and the reactor was hermetically sealed. The temperature of the reactor was adjusted to 20° C., and acrylic acid (7.4 g) was fed into the reactor by means of a high-pressure pump. During addition of acrylic acid, heat of neutralization is generated. Therefore, while the reactor was cooled in an ice bath, acrylic acid was added dropwise to the reactor at a rate of 7 to 9 mL/minute, so as to adjust the temperature in the re... Reactants: CC(=O)OCCCN1CCC(CO[Si](c2ccccc2)(c2ccccc2)C(C)(C)C)CC1, CCCC[N+](CCCC)(CCCC)CCCC, C1CCOC1, [F-]. Yields the product CC(=O)OCCCN1CCC(CO)CC1. As a reaction SMILES: [C:1]([CH3:2])(=[O:3])[O:4][CH2:5][CH2:6][CH2:7][N:8]1[CH2:9][CH2:10][CH:11]([CH2:14][O:15][Si:16]([C:17]([CH3:18])([CH3:19])[CH3:20])([c:21]2[cH:22][cH:23][cH:24][cH:25][cH:26]2)[c:27]2[cH:28][cH:29][cH:30][cH:31][cH:32]2)[CH2:12][CH2:13]1.[CH2:34]([N+:35]([CH2:36][CH2:37][CH2:38][CH3:39])([CH2:40][CH2:41][CH2:42][CH3:43])[CH2:44][CH2:45][CH2:46][CH3:47])[CH2:48][CH2:49][CH3:50].[CH2:51]1[O:52][CH2:53][CH2:54][CH2:55]1.[F-:33]>>[C:1]([CH3:2])(=[O:3])[O:4][CH2:5][CH2:6][CH2:7][N:8]1[CH2:9][CH2:10][CH:11]([CH2:14][OH:15])[CH2:12][CH2:13]1.